From a dataset of the Open Reaction Database (ORD), a public repository of structured organic reaction records. describe an organic reaction: reactants, conditions, products, and yield Reaction SMILES: [NH2:1][C:2]1[CH:11]=[C:10]([O:12][CH2:13][CH3:14])[C:9]2[C:4](=[CH:5][CH:6]=[C:7]([F:15])[CH:8]=2)[N:3]=1.Br[CH2:17][C:18](=O)[C:19]([O:21][CH2:22][CH3:23])=[O:20]>CC(C)=O>[CH2:13]([O:12][C:10]1[C:9]2[C:4](=[CH:5][CH:6]=[C:7]([F:15])[CH:8]=2)[N:3]2[CH:17]=[C:18]([C:19]([O:21][CH2:22][CH3:23])=[O:20])[N:1]=[C:2]2[CH:11]=1)[CH3:14]. Procedure: In a single-necked flask were combined, 2.1 g. (0.010 mole) of 2-amino-4-ethoxy-6-fluoroquinoline, 2.1 g. (0.011 mole) ethyl bromopyruvate and 30 ml. of acetone. The mixture was refluxed for two hours, cooled to room temperature and the precipitated solid removed by filtration. The solid was partitioned between chloroform and 1N aqueous potassium hydroxide, the organic layer dried over magnesium sulfate and evaporated to dryness to yield 1.7 g. of crude product. This was dissolved in a small amo... Run in CC(=O)C (acetone). Product: C(C)OC1=CC=2N(C3=CC=C(C=C13)F)C=C(N2)C(=O)OCC (Ethyl 5-Ethoxy-7-fluoroimidazo[1,2-a]quinoline-2-carboxylate). The reactants are NC1=NC2=CC=C(C=C2C(=C1)OCC)F (2-amino-4-ethoxy-6-fluoroquinoline), BrCC(C(=O)OCC)=O (ethyl bromopyruvate). Starting materials: Cl, NCCCCl, N, O, Cc1cccnc1C. Yields the product Cc1cccnc1CCCCN. As a reaction SMILES: [ClH:10].[NH2:11][CH2:12][CH2:13][CH2:14][Cl:15].[NH3:9].[OH2:16].[n:1]1[c:2]([CH3:8])[c:3]([CH3:7])[cH:4][cH:5][cH:6]1>>[n:1]1[c:2]([CH2:8][CH2:14][CH2:13][CH2:12][NH2:11])[c:3]([CH3:7])[cH:4][cH:5][cH:6]1. Reactants: Cc1ccccc1, CC1(C)SCC(CO)S1, O=S(Cl)Cl. Yields the product CC1(C)SCC(CCl)S1. RXN SMILES: [CH3:14][c:15]1[cH:16][cH:17][cH:18][cH:19][cH:20]1.[CH3:1][C:2]1([CH3:9])[S:3][CH2:4][CH:5]([CH2:7][OH:8])[S:6]1.[S:10]([Cl:11])([Cl:12])=[O:13]>>[CH3:1][C:2]1([CH3:9])[S:3][CH2:4][CH:5]([CH2:7][Cl:12])[S:6]1.